Dataset: the Open Reaction Database (ORD), a public repository of structured organic reaction records. Task: describe an organic reaction: reactants, conditions, products, and yield Starting materials: C(C)(=O)OCC (ethyl acetate), CC=1N(C2=C(N1)SC(=C2)C(=O)OCC)COCC[Si](C)(C)C (Ethyl 2-methyl-1-(2-(trimethylsilyl)ethoxymethyl)-1H-thieno[2,3-d]imidazol-5-carboxlate), C(O)([O-])=O.[Na+] (sodium hydrogencarbonate), Cl (hydrochloric acid). Solvent: C(C)O (ethanol). Yields the product CC=1NC2=C(N1)SC(=C2)C(=O)OCC (Ethyl 2-methylthieno[2,3-d]imidazol-5-carboxylate). Isolated yield 80.4%. RXN SMILES: [CH3:1][C:2]1[N:3](COCC[Si](C)(C)C)[C:4]2[CH:9]=[C:8]([C:10]([O:12][CH2:13][CH3:14])=[O:11])[S:7][C:5]=2[N:6]=1.Cl.C(=O)([O-])O.[Na+].C(OCC)(=O)C>C(O)C>[CH3:1][C:2]1[NH:3][C:4]2[CH:9]=[C:8]([C:10]([O:12][CH2:13][CH3:14])=[O:11])[S:7][C:5]=2[N:6]=1 |f:2.3|. Procedure: Ethyl 2-methyl-1-(2-(trimethylsilyl)ethoxymethyl)-1H-thieno[2,3-d]imidazol-5-carboxlate (745 mg) was dissolved in ethanol (10 ml) and 6N hydrochloric acid (10 ml) was added, which was followed by reflux under heating for 1 hr. A saturated aqueous sodium hydrogencarbonate solution was added under ice-cooling until the solution became weak alkaline, and the mixture was stirred with ethyl acetate. The organic layer was washed with a saturated aqueous sodium hydrogencarbonate solution and brine, and...